Dataset: the Open Reaction Database (ORD), a public repository of structured organic reaction records. Task: describe an organic reaction: reactants, conditions, products, and yield Reactants: COC(C)(C)C, OCc1ccc2c(c1)COC2c1ccc(F)cc1. Product: O=Cc1ccc2c(c1)COC2c1ccc(F)cc1. Reaction SMILES: [CH3:19][O:20][C:21]([CH3:22])([CH3:23])[CH3:24].[F:1][c:2]1[cH:3][cH:4][c:5]([CH:8]2[O:9][CH2:10][c:11]3[cH:12][c:13]([CH2:17][OH:18])[cH:14][cH:15][c:16]32)[cH:6][cH:7]1>>[F:1][c:2]1[cH:3][cH:4][c:5]([CH:8]2[O:9][CH2:10][c:11]3[cH:12][c:13]([CH:17]=[O:18])[cH:14][cH:15][c:16]32)[cH:6][cH:7]1. Starting materials: C[O-], CS(C)=O, O=S(=O)(C=Cc1ccc(F)cc1)Oc1ccccc1, C[N+](=O)[O-], [Na+]. Yields the product O=[N+]([O-])C(CS(=O)(=O)Oc1ccccc1)c1ccc(F)cc1. Reaction SMILES: [CH3:1][O-:2].[CH3:27][S:28]([CH3:29])=[O:30].[F:8][c:9]1[cH:10][cH:11][c:12]([CH:15]=[CH:16][S:17](=[O:18])(=[O:19])[O:20][c:21]2[cH:22][cH:23][cH:24][cH:25][cH:26]2)[cH:13][cH:14]1.[N+:4](=[O:5])([O-:6])[CH3:7].[Na+:3]>>[N+:4](=[O:5])([O-:6])[CH:15]([c:12]1[cH:11][cH:10][c:9]([F:8])[cH:14][cH:13]1)[CH2:16][S:17](=[O:18])(=[O:19])[O:20][c:21]1[cH:22][cH:23][cH:24][cH:25][cH:26]1. The reactants are CC(CC=1OC2=C(N1)C=C(C=C2)C(C(=O)OC)(C)F)(C)C (methyl 2-[2-(2,2-dimethylpropyl)benzoxazol-5-yl]-2-fluoropropionate), [Cl-].[NH4+] (ammonium chloride), NC1=C(C(=NS1)C)Cl (5-Amino-4-chloro-3-methylisothiazole), C[O-].[Na+] (sodium methoxide). Solvent: O1CCCC1 (tetrahydrofuran), O (water), O1CCCC1 (tetrahydrofuran). Reaction conditions: time 20 minute. The product is ClC=1C(=NSC1NC(C(C)(F)C=1C=CC2=C(N=C(O2)CC(C)(C)C)C1)=O)C (N-(4-chloro-3-methylisothiazol-5-yl)-2-[2-(2,2-dimethylpropyl)benzoxazol-5-yl]-2-fluoropropionamide). The yield is 82.0%. As a reaction SMILES: [NH2:1][C:2]1[S:6][N:5]=[C:4]([CH3:7])[C:3]=1[Cl:8].C[O-].[Na+].[CH3:12][C:13]([CH3:32])([CH3:31])[CH2:14][C:15]1[O:16][C:17]2[CH:23]=[CH:22][C:21]([C:24]([F:30])([CH3:29])[C:25](OC)=[O:26])=[CH:20][C:18]=2[N:19]=1.[Cl-].[NH4+]>O1CCCC1.O>[Cl:8][C:3]1[C:4]([CH3:7])=[N:5][S:6][C:2]=1[NH:1][C:25](=[O:26])[C:24]([C:21]1[CH:22]=[CH:23][C:17]2[O:16][C:15]([CH2:14][C:13]([CH3:31])([CH3:12])[CH3:32])=[N:19][C:18]=2[CH:20]=1)([F:30])[CH3:29] |f:1.2,4.5|. Procedure details: 5-Amino-4-chloro-3-methylisothiazole (0.28 g, 0.00188 mol) was added to a suspension of sodium methoxide (0.24 g, 0.004 mol) in tetrahydrofuran (6 ml) and the mixture was stirred at room temperature for 20 minutes. A solution of methyl 2-[2-(2,2-dimethylpropyl)benzoxazol-5-yl]-2-fluoropropionate (0.50 g, 0.00171 mol) in tetrahydrofuran (2 ml) was added, dropwise, and the mixture was stirred at room temperature for 3 hours. The mixture was diluted with water, acidified with saturated aqueous ammo... The reactants are C1(CC1)COC1=C(C=CC(=N1)C(=O)O)C1CCOCC1 (6-cyclopropylmethoxy-5-(tetrahydro-pyran-4-yl)-pyridine-2-carboxylic acid), NC(C(=O)NC)(CC)CC (2-amino-2-ethyl-N-methyl-butyramide). Product: C(C)C(CC)(C(NC)=O)NC(=O)C1=NC(=C(C=C1)C1CCOCC1)OCC1CC1 (6-Cyclopropylmethoxy-5-(tetrahydro-pyran-4-yl)-pyridine-2-carboxylic acid (1-ethyl-1-methylcarbamoyl-propyl)-amide). As a reaction SMILES: [CH:1]1([CH2:4][O:5][C:6]2[N:11]=[C:10]([C:12]([OH:14])=O)[CH:9]=[CH:8][C:7]=2[CH:15]2[CH2:20][CH2:19][O:18][CH2:17][CH2:16]2)[CH2:3][CH2:2]1.[NH2:21][C:22]([CH2:29][CH3:30])([CH2:27][CH3:28])[C:23]([NH:25][CH3:26])=[O:24]>>[CH2:27]([C:22]([NH:21][C:12]([C:10]1[CH:9]=[CH:8][C:7]([CH:15]2[CH2:20][CH2:19][O:18][CH2:17][CH2:16]2)=[C:6]([O:5][CH2:4][CH:1]2[CH2:2][CH2:3]2)[N:11]=1)=[O:14])([C:23](=[O:24])[NH:25][CH3:26])[CH2:29][CH3:30])[CH3:28]. Procedure details: The title compound was synthesized in analogy to Example 1, using 6-cyclopropylmethoxy-5-(tetrahydro-pyran-4-yl)-pyridine-2-carboxylic acid (Example 9 f) and 2-amino-2-ethyl-N-methyl-butyramide (Example 70 b) as starting materials, MS (EI): m/e=404.2 [M+H]+. The reactants are [N+](=O)([O-])C1=CC(=NC=C1)N1CCC(CC1)C1=CC=C(C=C1)S(=O)(=O)N (4-[1-(4-Nitropyrid-2-yl)piperidin-4-yl]benzenesulphonamide). The reagents and catalysts are [Pd] (palladium/carbon). Run in C(C)O (ethanol), C(C)(=O)O (acetic acid). Run at time 3 hour. Yields the product NC1=CC(=NC=C1)N1CCC(CC1)C1=CC=C(C=C1)S(=O)(=O)N (4-[1-(4-Aminopyrid-2-yl)piperidin-4-yl]benzenesulphonamide), monohydrate. As a reaction SMILES: [N+:1]([C:4]1[CH:9]=[CH:8][N:7]=[C:6]([N:10]2[CH2:15][CH2:14][CH:13]([C:16]3[CH:21]=[CH:20][C:19]([S:22]([NH2:25])(=[O:24])=[O:23])=[CH:18][CH:17]=3)[CH2:12][CH2:11]2)[CH:5]=1)([O-])=O>C(O)C.C(O)(=O)C.[Pd]>[NH2:1][C:4]1[CH:9]=[CH:8][N:7]=[C:6]([N:10]2[CH2:15][CH2:14][CH:13]([C:16]3[CH:21]=[CH:20][C:19]([S:22]([NH2:25])(=[O:24])=[O:23])=[CH:18][CH:17]=3)[CH2:12][CH2:11]2)[CH:5]=1. Reported procedure: A mixture of the product from part (i) (100 mg) and 5% palladium/carbon (25 mg) in ethanol (25 ml) and acetic acid (25 ml) was hydrogenated at 3.5 bars at room temperature for 3 hours. The catalyst was filtered off, the filtrate was evaporated and the residue was chromatographed on silica gel. Elution with dichloromethane/ethanol (19:1) gave some impurity and further elution with dichloromethane/ethanol/concentrated aqueous ammonia (90:10:1) gave the pure product. The combined product-containing...